Dataset: the Open Reaction Database (ORD), a public repository of structured organic reaction records. Task: describe an organic reaction: reactants, conditions, products, and yield Reactants: N1(CCNCC1)CCO (2-Piperazin-1-yl-ethanol), C(C)(=O)C1=C(C=CC(=C1)CCl)O (2-acetyl-4-chloromethyl phenol), C([O-])([O-])=O.[Na+].[Na+] (Sodium carbonate). Solvent: C(Cl)(Cl)Cl (chloroform). Conditions: time 8 hour. Product: C(C)(=O)C1=C(C=CC(=C1)CN1CCN(CC1)CCO)O (2-acetyl-4-[4-(2-hydroxyethyl)piperazin-1-yl-methyl]phenol). As a reaction SMILES: [N:1]1([CH2:7][CH2:8][OH:9])[CH2:6][CH2:5][NH:4][CH2:3][CH2:2]1.[C:10]([C:13]1[CH:18]=[C:17]([CH2:19]Cl)[CH:16]=[CH:15][C:14]=1[OH:21])(=[O:12])[CH3:11].C(=O)([O-])[O-].[Na+].[Na+]>C(Cl)(Cl)Cl>[C:10]([C:13]1[CH:18]=[C:17]([CH2:19][N:4]2[CH2:5][CH2:6][N:1]([CH2:7][CH2:8][OH:9])[CH2:2][CH2:3]2)[CH:16]=[CH:15][C:14]=1[OH:21])(=[O:12])[CH3:11] |f:2.3.4|. Procedure details: 2-Piperazin-1-yl-ethanol (260 mg, 2 mmol) and 2-acetyl-4-chloromethyl phenol (368 mg, 2 mmol) were stirred in chloroform at room temperature. Sodium carbonate (106 mg, 1 mmol) was added and the reaction mixture was stirred overnight. The solid was filtered off and the organic layer washed with water followed by brine, dried over sodium sulfate, filtered and evaporated to obtain the crude product, which was crystallized from ethyl acetate-hexane to receive the title product as yellowish-white cry...